This data is from the Open Reaction Database (ORD), a public repository of structured organic reaction records. The task is: describe an organic reaction: reactants, conditions, products, and yield Run at time 1.5 hour. Solvent: C(Cl)Cl (DCM). Reported procedure: To a solution of (S)-3-phenyl-3-(4-methanesulfonylphenyl)propan-1-ol (244 mg, 0.84 mmol) in DCM (5 mL) was added Dess-Martin periodinane (392 mg, 0.92 mmol) and the resulting mixture was stirred at room temperature for 1.5 h. The mixture was washed with 2M aqueous sodium hydroxide (2×10 mL), dried and evaporated to give the title compound. Reactants: C1(=CC=CC=C1)[C@H](CCO)C1=CC=C(C=C1)S(=O)(=O)C ((S)-3-phenyl-3-(4-methanesulfonylphenyl)propan-1-ol), CC(=O)OI1(C=2C=CC=CC2C(=O)O1)(OC(=O)C)OC(=O)C (Dess-Martin periodinane). Product: C1(=CC=CC=C1)[C@H](CC=O)C1=CC=C(C=C1)S(=O)(=O)C ((S)-3-Phenyl-3-(4-methanesulfonylphenyl)propionaldehyde). RXN SMILES: [C:1]1([C@@H:7]([C:11]2[CH:16]=[CH:15][C:14]([S:17]([CH3:20])(=[O:19])=[O:18])=[CH:13][CH:12]=2)[CH2:8][CH2:9][OH:10])[CH:6]=[CH:5][CH:4]=[CH:3][CH:2]=1.CC(OI1(OC(C)=O)(OC(C)=O)OC(=O)C2C=CC=CC1=2)=O>C(Cl)Cl>[C:1]1([C@@H:7]([C:11]2[CH:12]=[CH:13][C:14]([S:17]([CH3:20])(=[O:19])=[O:18])=[CH:15][CH:16]=2)[CH2:8][CH:9]=[O:10])[CH:2]=[CH:3][CH:4]=[CH:5][CH:6]=1. The reactants are C(C1=CC=CC=C1)N1C(=NC2=C1C=C(C(=C2)F)F)C2=C(C=C(C=C2)Cl)O (2-(1-benzyl-5,6-difluoro-1H-benzoimidazol-2-yl)-5-chloro-phenol), BrCC1CCCC1 (bromomethyl-cyclopentane), powder. The product is C(C1=CC=CC=C1)N1C(=NC2=C1C=C(C(=C2)F)F)C2=C(C=C(C=C2)Cl)OCC2CCCC2 (1-Benzyl-2-(4-chloro-2-cyclopentylmethoxy-phenyl)-5,6-difluoro-1H-benzoimidazole). Reaction SMILES: [CH2:1]([N:8]1[C:12]2[CH:13]=[C:14]([F:18])[C:15]([F:17])=[CH:16][C:11]=2[N:10]=[C:9]1[C:19]1[CH:24]=[CH:23][C:22]([Cl:25])=[CH:21][C:20]=1[OH:26])[C:2]1[CH:7]=[CH:6][CH:5]=[CH:4][CH:3]=1.Br[CH2:28][CH:29]1[CH2:33][CH2:32][CH2:31][CH2:30]1>>[CH2:1]([N:8]1[C:12]2[CH:13]=[C:14]([F:18])[C:15]([F:17])=[CH:16][C:11]=2[N:10]=[C:9]1[C:19]1[CH:24]=[CH:23][C:22]([Cl:25])=[CH:21][C:20]=1[O:26][CH2:28][CH:29]1[CH2:33][CH2:32][CH2:31][CH2:30]1)[C:2]1[CH:7]=[CH:6][CH:5]=[CH:4][CH:3]=1. Procedure details: The title compound was prepared in analogy to Example 19, from 2-(1-benzyl-5,6-difluoro-1H-benzoimidazol-2-yl)-5-chloro-phenol (Example 48, intermediate a) and bromomethyl-cyclopentane (CAS Reg. No. 3814-30-0). Colorless powder (33%). MS (Turbo Spray): m/z=453.0 (M+H). The reactants are C(C)OC([C@H](CC1=CC=C(C=C1)OCCCBr)OC)=O ((2S)-3-[4-(3-Bromo-propoxy)-phenyl]-2-methoxy-propionic acid ethyl ester), OC1=CC=C(C=C1)C(CCC1=CC=CC=C1)=O (1-(4-Hydroxy-phenyl)-3-phenyl-propan-1-one), [OH-].[Na+] (NaOH). Yields the product CO[C@H](C(=O)O)CC1=CC=C(C=C1)OCCCOC1=CC=C(C=C1)C(CCC1=CC=CC=C1)=O ((2S)-2-Methoxy-3-(4-{3-[4-(3-phenyl-propionyl)-phenoxy]-propoxy}-phenyl)-propionic acid). RXN SMILES: C([O:3][C:4](=[O:20])[C@@H:5]([O:18][CH3:19])[CH2:6][C:7]1[CH:12]=[CH:11][C:10]([O:13][CH2:14][CH2:15][CH2:16]Br)=[CH:9][CH:8]=1)C.[OH:21][C:22]1[CH:27]=[CH:26][C:25]([C:28](=[O:37])[CH2:29][CH2:30][C:31]2[CH:36]=[CH:35][CH:34]=[CH:33][CH:32]=2)=[CH:24][CH:23]=1.[OH-].[Na+]>>[CH3:19][O:18][C@@H:5]([CH2:6][C:7]1[CH:8]=[CH:9][C:10]([O:13][CH2:14][CH2:15][CH2:16][O:21][C:22]2[CH:23]=[CH:24][C:25]([C:28](=[O:37])[CH2:29][CH2:30][C:31]3[CH:32]=[CH:33][CH:34]=[CH:35][CH:36]=3)=[CH:26][CH:27]=2)=[CH:11][CH:12]=1)[C:4]([OH:3])=[O:20] |f:2.3|. Reported procedure: (2S)-3-[4-(3-Bromo-propoxy)-phenyl]-2-methoxy-propionic acid ethyl ester from Example 173, Step A was treated with 1-(4-Hydroxy-phenyl)-3-phenyl-propan-1-one from Step A under the Standard Procedure J. The compound thus obtained was allowed to react under Standard hydrolysis procedure C (NaOH) to give the title compound. MS(ES) for C28H30O6 [M+NH4]+: 485 [M+H]+: 463. The reactants are COC(C(=COCF)C1=C(C=CC=C1)C)=O (3-fluoromethoxy-2-(o-tolyl)-acrylic acid methyl ester), C(C1=CC=CC=C1)(=O)OOC(C1=CC=CC=C1)=O (dibenzoyl peroxide), BrN1C(CCC1=O)=O (N-bromosuccinimide). Solvent: C(Cl)(Cl)(Cl)Cl (carbon tetrachloride). Yields the product COC(C(=COCF)C1=C(C=CC=C1)CBr)=O (2-(2-bromomethylphenyl)-3-fluoromethoxy-acrylic acid methyl ester). RXN SMILES: [Br:1]N1C(=O)CCC1=O.[CH3:9][O:10][C:11](=[O:24])[C:12]([C:17]1[CH:22]=[CH:21][CH:20]=[CH:19][C:18]=1[CH3:23])=[CH:13][O:14][CH2:15][F:16].C(OOC(=O)C1C=CC=CC=1)(=O)C1C=CC=CC=1>C(Cl)(Cl)(Cl)Cl>[CH3:9][O:10][C:11](=[O:24])[C:12]([C:17]1[CH:22]=[CH:21][CH:20]=[CH:19][C:18]=1[CH2:23][Br:1])=[CH:13][O:14][CH2:15][F:16]. Reported procedure: Preparation of ##STR7## 11.75 g of N-bromosuccinimide are added in several small portions, under reflux, to a solution of 14.75 g of 3-fluoromethoxy-2-(o-tolyl)-acrylic acid methyl ester and 0.53 g of dibenzoyl peroxide in 90 ml of carbon tetrachloride and then the mixture is refluxed for a further 0.5 hour. The suspension is cooled to room temperature, filtered and concentrated to dryness by evaporation. Chromatography on silica gel with hexane/ethyl acetate (6:1) yields pure 2-(2-bromomethylph... The reactants are COc1ccc(CN)cc1, CS(C)=O, CC#N, COc1cc(C(=O)N2Cc3ccc(C(=O)C(Cl)(Cl)Cl)n3Cc3ccccc32)ccc1-c1ccccc1C. The product is COc1ccc(CNC(=O)c2ccc3n2Cc2ccccc2N(C(=O)c2ccc(-c4ccccc4C)c(OC)c2)C3)cc1. As a reaction SMILES: [CH3:38][O:39][c:40]1[cH:41][cH:42][c:43]([CH2:44][NH2:45])[cH:46][cH:47]1.[CH3:48][S:49]([CH3:50])=[O:51].[CH3:52][C:53]#[N:54].[Cl:1][C:2]([C:3](=[O:4])[c:5]1[cH:6][cH:7][c:8]2[n:14]1[CH2:13][c:12]1[c:11]([cH:18][cH:17][cH:16][cH:15]1)[N:10]([C:19](=[O:20])[c:21]1[cH:22][c:23]([O:34][CH3:35])[c:24](-[c:27]3[c:28]([CH3:33])[cH:29][cH:30][cH:31][cH:32]3)[cH:25][cH:26]1)[CH2:9]2)([Cl:36])[Cl:37]>>[C:3](=[O:4])([c:5]1[cH:6][cH:7][c:8]2[n:14]1[CH2:13][c:12]1[c:11]([cH:18][cH:17][cH:16][cH:15]1)[N:10]([C:19](=[O:20])[c:21]1[cH:22][c:23]([O:34][CH3:35])[c:24](-[c:27]3[c:28]([CH3:33])[cH:29][cH:30][cH:31][cH:32]3)[cH:25][cH:26]1)[CH2:9]2)[NH:45][CH2:44][c:43]1[cH:42][cH:41][c:40]([O:39][CH3:38])[cH:47][cH:46]1. The reactants are CC(=O)O[BH-](OC(C)=O)OC(C)=O, O=C([O-])O, CC(C)(C)OC(=O)NCCN, CC(=O)O, [Na+], [Na+], O=C1CCCCC1, C1CCOC1. Product: CC(C)(C)OC(=O)NCCNC1CCCCC1. RXN SMILES: [C:23]([O:24][BH-:25]([O:26][C:27](=[O:28])[CH3:29])[O:30][C:31](=[O:32])[CH3:33])(=[O:34])[CH3:35].[C:37](=[O:38])([OH:39])[O-:40].[C:8]([CH3:9])([CH3:10])([CH3:11])[O:12][C:13](=[O:14])[NH:15][CH2:16][CH2:17][NH2:18].[CH3:19][C:20](=[O:21])[OH:22].[Na+:36].[Na+:41].[O:1]=[C:2]1[CH2:3][CH2:4][CH2:5][CH2:6][CH2:7]1.[O:42]1[CH2:43][CH2:44][CH2:45][CH2:46]1>>[CH:2]1([NH:18][CH2:17][CH2:16][NH:15][C:13]([O:12][C:8]([CH3:9])([CH3:10])[CH3:11])=[O:14])[CH2:3][CH2:4][CH2:5][CH2:6][CH2:7]1. The reactants are Cc1ccc(C)cc1, CS(C)=O, N#Cc1ccccc1Cl, Cl[Pd]Cl, [F-], [K+], O, OCCN(CCO)CCO, Cc1ccc(B(O)O)cc1. Product: Cc1ccc(-c2ccccc2C#N)cc1. RXN SMILES: [CH3:22][c:23]1[cH:24][cH:25][c:26]([CH3:27])[cH:28][cH:29]1.[CH3:41][S:42]([CH3:43])=[O:44].[Cl:1][c:2]1[c:3]([C:4]#[N:5])[cH:6][cH:7][cH:8][cH:9]1.[Cl:45][Pd:46][Cl:47].[F-:20].[K+:21].[OH2:40].[OH:30][CH2:31][CH2:32][N:33]([CH2:34][CH2:35][OH:36])[CH2:37][CH2:38][OH:39].[c:10]1([CH3:19])[cH:11][cH:12][c:13]([B:16]([OH:17])[OH:18])[cH:14][cH:15]1>>[c:2]1(-[c:13]2[cH:12][cH:11][c:10]([CH3:19])[cH:15][cH:14]2)[c:3]([C:4]#[N:5])[cH:6][cH:7][cH:8][cH:9]1. Product: Cc1c(C2CCC(Cc3ccccc3)(N(C)C)CC2)[nH]c2ccc(OC(F)(F)F)cc12. As a reaction SMILES: [CH2:1]([c:2]1[cH:3][cH:4][cH:5][cH:6][cH:7]1)[C:8]1([N:29]([CH3:30])[CH3:31])[CH2:9][CH:10]=[C:11]([c:14]2[nH:15][c:16]3[cH:17][cH:18][c:19]([O:24][C:25]([F:26])([F:27])[F:28])[cH:20][c:21]3[c:22]2[CH3:23])[CH2:12][CH2:13]1.[CH3:32][OH:33].[CH3:34][CH2:35][OH:36]>>[CH2:1]([c:2]1[cH:3][cH:4][cH:5][cH:6][cH:7]1)[C:8]1([N:29]([CH3:30])[CH3:31])[CH2:9][CH2:10][CH:11]([c:14]2[nH:15][c:16]3[cH:17][cH:18][c:19]([O:24][C:25]([F:26])([F:27])[F:28])[cH:20][c:21]3[c:22]2[CH3:23])[CH2:12][CH2:13]1. Reactants: Cc1c(C2=CCC(Cc3ccccc3)(N(C)C)CC2)[nH]c2ccc(OC(F)(F)F)cc12, CO, CCO.